describe an organic reaction: reactants, conditions, products, and yield From a dataset of the Open Reaction Database (ORD), a public repository of structured organic reaction records. The reactants are ice water, OCC(C)(C)NC(CC1=CC2=C(OCC3=C(C2=O)C=CC=C3)C=C1)=O (6,11-Dihydro-N-(1-hydroxy-2-methyl-2-propyl)-11-oxodibenz[b,e]oxepin-2-yl acetamide), S(=O)(Cl)Cl (thionyl chloride). The solvent is C(Cl)Cl (CH2Cl2). Conditions: time 15 minute. Product: O=C1C2=C(OCC3=C1C=CC=C3)C=CC(=C2)CC=2OCC(N2)(C)C (2-(6,11-Dihydro-11-oxodibenz[b,e]oxepin-2-yl)methyl-4,4-dimethyloxazoline). The yield is 62.9%. As a reaction SMILES: [OH:1][CH2:2][C:3]([NH:6][C:7](=O)[CH2:8][C:9]1[CH:24]=[CH:23][C:12]2[O:13][CH2:14][C:15]3[CH:22]=[CH:21][CH:20]=[CH:19][C:16]=3[C:17](=[O:18])[C:11]=2[CH:10]=1)([CH3:5])[CH3:4].S(Cl)(Cl)=O>C(Cl)Cl>[O:18]=[C:17]1[C:16]2[CH:19]=[CH:20][CH:21]=[CH:22][C:15]=2[CH2:14][O:13][C:12]2[CH:23]=[CH:24][C:9]([CH2:8][C:7]3[O:1][CH2:2][C:3]([CH3:5])([CH3:4])[N:6]=3)=[CH:10][C:11]1=2. Procedure: A stirred, ice water cooled mixture of 10.25 g (0.0302 mol) of 6,11-dihydro-N-(1-hydroxy-2-methyl-2-propyl)-11-oxodibenz[b,e]oxepin-2-yl acetamide of Example 2, and 100 ml of sieve dried CH2Cl2 was treated dropwise over a few minutes with 3.95 g (0.0332 mol) of thionyl chloride. The solution was then stirred 15 minutes with cooling and overnight (about 16 hours) at ambient temperature. The solution was washed with 10% sodium hydroxide solution, dried (Na2SO4) and concentrated to an oil which was... The reactants are O=C1SC(C(N1)=O)CC1=CC=C(OCC(=O)NC2=C(C=C(C=C2)OC2=C(C=CC=C2)N2CCCC2)N(C(OC(C)(C)C)=O)C)C=C1 (t-butyl N-{2-[4-(2,4-dioxothiazolidin-5-ylmethyl)phenoxyacetylamino]-5-[2-(pyrrolidin-1-yl)phenoxy]phenyl}-N-methylcarbamate), Cl.O1CCOCC1 (hydrogen chloride dioxane). The product is CN1C(=NC2=C1C=C(C=C2)OC2=C(C=CC=C2)N2CCCC2)COC2=CC=C(CC1C(NC(S1)=O)=O)C=C2 (5-{4-(1-Methyl-6-[2-(pyrrolidin-1-yl)phenoxy]-1H-benzimidazole-2-ylmethoxy)benzyl}thiazolidine-2,4-dione). Yield: 92.0%. RXN SMILES: [O:1]=[C:2]1[NH:6][C:5](=[O:7])[CH:4]([CH2:8][C:9]2[CH:46]=[CH:45][C:12]([O:13][CH2:14][C:15]([NH:17][C:18]3[CH:23]=[CH:22][C:21]([O:24][C:25]4[CH:30]=[CH:29][CH:28]=[CH:27][C:26]=4[N:31]4[CH2:35][CH2:34][CH2:33][CH2:32]4)=[CH:20][C:19]=3[N:36](C)[C:37](=O)OC(C)(C)C)=O)=[CH:11][CH:10]=2)[S:3]1.Cl.O1CCOCC1>>[CH3:37][N:36]1[C:19]2[CH:20]=[C:21]([O:24][C:25]3[CH:30]=[CH:29][CH:28]=[CH:27][C:26]=3[N:31]3[CH2:32][CH2:33][CH2:34][CH2:35]3)[CH:22]=[CH:23][C:18]=2[N:17]=[C:15]1[CH2:14][O:13][C:12]1[CH:11]=[CH:10][C:9]([CH2:8][CH:4]2[S:3][C:2](=[O:1])[NH:6][C:5]2=[O:7])=[CH:46][CH:45]=1 |f:1.2|. Procedure details: In a similar manner to that described in Example (2-2a), a reaction was carried out using t-butyl N-{2-[4-(2,4-dioxothiazolidin-5-ylmethyl)phenoxyacetylamino]-5-[2-(pyrrolidin-1-yl)phenoxy]phenyl}-N-methylcarbamate (1.25 g) and 4N hydrogen chloride/dioxane (25 ml) and the reaction mixture was purified to give the title compound (0.94 g). The reactants are C1(CCCCC1)Br (Cyclohexyl bromide), [N-]=[N+]=[N-].[Na+] (sodium azide), CS(=O)C (DMSO). Conditions: temperature 75 celsius, time 5 hour. Product: C1(CCCCC1)N=[N+]=[N-] (Cyclohexyl azide), crude oil. RXN SMILES: [CH:1]1(Br)[CH2:6][CH2:5][CH2:4][CH2:3][CH2:2]1.[N-:8]=[N+:9]=[N-:10].[Na+].CS(C)=O>>[CH:1]1([N:8]=[N+:9]=[N-:10])[CH2:6][CH2:5][CH2:4][CH2:3][CH2:2]1 |f:1.2|. Reported procedure: Cyclohexyl bromide (2.74 mL, 0.023 mol) was added to a stirred solution of 0.5M sodium azide in DMSO (50 mL, 0.025 mol) at room temperature, under an atmosphere of nitrogen. The reaction mixture was heated to 75° C. behind a blast shield and stirred for 5 h. The reaction mixture was then cooled with an ice-bath, quenched by the addition of water (75 mL) and extracted with diethyl ether (3×125 mL). The combined organic layers were washed with brine (75 mL), dried (MgSO4), filtered and concentrate... Starting materials: CC(CC(=O)OCC)(CCCCCC)O (ethyl 3-methyl-3-hydroxynonanoate), [H-].[Al+3].[Li+].[H-].[H-].[H-] (lithium aluminium hydride), resultant mixture. The solvent is C(C)OCC (diethyl ether), C(C)OCC (diethyl ether). The product is CC(CCO)(CCCCCC)O (3-methyl-3-hydroxynonan-1-ol). Isolated yield 97.1%. RXN SMILES: [H-].[Al+3].[Li+].[H-].[H-].[H-].[CH3:7][C:8]([OH:21])([CH2:15][CH2:16][CH2:17][CH2:18][CH2:19][CH3:20])[CH2:9][C:10](OCC)=[O:11]>C(OCC)C>[CH3:7][C:8]([OH:21])([CH2:15][CH2:16][CH2:17][CH2:18][CH2:19][CH3:20])[CH2:9][CH2:10][OH:11] |f:0.1.2.3.4.5|. Procedure: To a slurry of lithium aluminium hydride (12.3 g, 0.325 mol) in diethyl ether (300 ml), under nitrogen and cooled in an ice-bath, was added dropwise a solution of ethyl 3-methyl-3-hydroxynonanoate (70.0 g, 0.325 mol) in diethyl ether (300 ml). The resultant mixture was boiled at reflux for 1 hr, then cooled in an ice-bath. Excess lithium aluminium hydride was destroyed by successive dropwise addition of water (12 ml), 10% sodium hydroxide solution (12 ml) and water (36 ml). The reaction mixture ... As a reaction SMILES: [CH2:18]([OH:19])[CH2:20][CH2:21][CH3:22].[Cl:1][c:2]1[cH:3][cH:4][c:5](-[c:8]2[cH:9][cH:10][c:11]([Cl:14])[n:12][n:13]2)[cH:6][cH:7]1.[NH2:16][NH2:17].[OH2:15]>>[Cl:1][c:2]1[cH:3][cH:4][c:5](-[c:8]2[cH:9][cH:10][c:11]([NH:16][NH2:17])[n:12][n:13]2)[cH:6][cH:7]1. Product: NNc1ccc(-c2ccc(Cl)cc2)nn1. Starting materials: CCCCO, Clc1ccc(-c2ccc(Cl)nn2)cc1, NN, O.